This data is from the Open Reaction Database (ORD), a public repository of structured organic reaction records. The task is: describe an organic reaction: reactants, conditions, products, and yield The reactants are Cl (hydrochloric acid), C([O-])([O-])=O.[Na+].[Na+] (sodium carbonate), N(=O)[O-].[Na+] (sodium nitrite), C(CC#N)#N (malononitrile), Cl.NC(=N)N (guanidine hydrochloride). Solvent: CN(C=O)C (dimethylformamide), O (water), O (water). Conditions: temperature 140 celsius, time 4 hour. Yields the product N(=O)C=1C(=NC(=NC1N)N)N (5-nitroso-2,4,6-triaminopyrimidine). Yield: 90.9%. Reaction SMILES: [N:1]([O-:3])=O.[Na+].[C:5](#[N:9])[CH2:6][C:7]#[N:8].Cl.[NH2:11][C:12]([NH2:14])=[NH:13].Cl.C(=O)([O-])[O-].[Na+].[Na+]>O.CN(C)C=O>[N:1]([C:6]1[C:5]([NH2:9])=[N:13][C:12]([NH2:14])=[N:11][C:7]=1[NH2:8])=[O:3] |f:0.1,3.4,6.7.8|. Procedure details: A solution of 70 g of sodium nitrite in 120 g of water was added dropwise at room temperature to a suspension of 66 g of malononitrile and 96 g of guanidine hydrochloride in 200 g of water, and the pH was kept at 4 by the addition of hydrochloric acid. After the reaction had continued for 4 hours at room temperature, 21 g of sodium carbonate and 400 g of dimethylformamide were added. The water was distilled off under reduced pressure. Thereafter, the reaction mixture was heated at 140° C. for 1 ... The reactants are C(C)(C)(C)P(C(C)(C)C)C(C)(C)C (tri-t-butylphosphine), BrC=1C=C(C=NC1OC)C(C)=O (1-(5-bromo-6-methoxypyridin-3-yl)ethanone), C(C#C)NC(OC)=O (methyl prop-2-yn-1-ylcarbamate). The reagents and catalysts are Cl[Pd]([P](C1=CC=CC=C1)(C2=CC=CC=C2)C3=CC=CC=C3)([P](C4=CC=CC=C4)(C5=CC=CC=C5)C6=CC=CC=C6)Cl (dichlorobis(triphenylphosphine)palladium), [Cu]I (copper (I) iodide). Solvent: CCCCCC (hexane), C(C)(C)NC(C)C (diisopropylamine), O1CCOCC1 (1,4-dioxane), O1CCOCC1 (1,4-dioxane). Conditions: time 5 hour. Yields the product C(C)(=O)C=1C=C(C(=NC1)OC)C#CCNC(OC)=O (methyl [3-(5-acetyl-2-methoxypyridin-3-yl)prop-2-yn-1-yl]carbamate). The yield is 71.7%. Reaction SMILES: C(P(C(C)(C)C)C(C)(C)C)(C)(C)C.Br[C:15]1[CH:16]=[C:17]([C:23](=[O:25])[CH3:24])[CH:18]=[N:19][C:20]=1[O:21][CH3:22].[CH2:26]([NH:29][C:30](=[O:33])[O:31][CH3:32])[C:27]#[CH:28]>CCCCCC.C(NC(C)C)(C)C.O1CCOCC1.Cl[Pd](Cl)([P](C1C=CC=CC=1)(C1C=CC=CC=1)C1C=CC=CC=1)[P](C1C=CC=CC=1)(C1C=CC=CC=1)C1C=CC=CC=1.[Cu]I>[C:23]([C:17]1[CH:16]=[C:15]([C:28]#[C:27][CH2:26][NH:29][C:30](=[O:33])[O:31][CH3:32])[C:20]([O:21][CH3:22])=[N:19][CH:18]=1)(=[O:25])[CH3:24] |^1:55,74|. Procedure: Bis(benzonitrile)dichloropalladium (II) (12 mg) and copper (I) iodide (3.8 mg) were added to 1,4-dioxane (1 mL) under argon, and then thereto were added a solution of 10% tri-t-butylphosphine in hexane (179 μL), diisopropylamine (168 μL), 1-(5-bromo-6-methoxypyridin-3-yl)ethanone (230 mg) and a solution of methyl prop-2-yn-1-ylcarbamate (149 mg) in 1,4-dioxane (1 mL). The mixture was stirred at room temperature for 5 hours. The reaction solution was concentrated under reduced pressure, and the r... The reactants are ClC1=NC=CC(=C1F)CO ((2-chloro-3-fluoro-pyridin-4-yl)-methanol). Reagents/catalysts: O=[Mn]=O (MnO2). Run in C(Cl)Cl (CH2Cl2). Conditions: time 8 hour. The product is ClC1=NC=CC(=C1F)C=O (2-Chloro-3-fluoro-pyridine-4-carbaldehyde). As a reaction SMILES: [Cl:1][C:2]1[C:7]([F:8])=[C:6]([CH2:9][OH:10])[CH:5]=[CH:4][N:3]=1>C(Cl)Cl.O=[Mn]=O>[Cl:1][C:2]1[C:7]([F:8])=[C:6]([CH:9]=[O:10])[CH:5]=[CH:4][N:3]=1. Reported procedure: A mixture of (2-chloro-3-fluoro-pyridin-4-yl)-methanol (0.9 g, 5.76 mmol) and activated MnO2 (5.76 g, 66.2 mmol) in CH2Cl2 was stirred at RT overnight. The solid was filtered off and washed with CH2Cl2, and the filtrate was concentrated under mildly reduced pressure to afford the title compound as a colorless liquid. MS (LC/MS): 191.0 [M+MeOH]+; tR (HPLC conditions b): 2.02 min. Starting materials: BrCC(C(=O)C1=CC=CC=C1)=O (3-bromo-1-phenylpropane-1,2-dione), NC1=NC=C(C(=O)O)C=C1 (6-aminonicotinic acid). Solvent: C1CCOC1 (THF), C1CCOC1 (THF), C(C)O (ethanol). Run at temperature 20 celsius, time 24 hour. Yields the product Br.C(C1=CC=CC=C1)(=O)C=1N=C2N(C=C(C=C2)C(=O)O)C1 (2-benzoylimidazo[1,2-a]pyridine-6-carboxylic acid hydrobromide). Yield: 94.0%. Reaction SMILES: [NH2:1][C:2]1[CH:10]=[CH:9][C:5]([C:6]([OH:8])=[O:7])=[CH:4][N:3]=1.[Br:11][CH2:12][C:13](=O)[C:14]([C:16]1[CH:21]=[CH:20][CH:19]=[CH:18][CH:17]=1)=[O:15]>C1COCC1.C(O)C>[BrH:11].[C:14]([C:13]1[N:1]=[C:2]2[CH:10]=[CH:9][C:5]([C:6]([OH:8])=[O:7])=[CH:4][N:3]2[CH:12]=1)(=[O:15])[C:16]1[CH:21]=[CH:20][CH:19]=[CH:18][CH:17]=1 |f:4.5|. Procedure: To a suspension of 0.33 g of 6-aminonicotinic acid in 5 mL of THF and 3 mL of ethanol is added a solution of 0.654 g of 3-bromo-1-phenylpropane-1,2-dione in 2 mL of THF. The reaction mixture is stirred at 45° C. for 16 hours and for 24 hours at 20° C., and then evaporated to dryness. The residue is taken up in dichloromethane and the solid is filtered off and washed with dichloromethane to give 0.78 g of 2-benzoylimidazo[1,2-a]pyridine-6-carboxylic acid hydrobromide in the form of a yellow solid... Starting materials: resultant solution, NC1=C(C=CC=C1)C=1NC2=CC=CC=C2C1 (2-(2-aminophenyl)indole), C(C)O (ethanol), C(C)(=O)N1CCC(CC1)=O (1-acetyl-4-piperidone). Run in C(C)(=O)O (acetic acid). Product: C(C)(=O)N1CCC2(CC1)NC1=CC=CCC1=C1C2=C2C=CC=CC2=N1 (1'-Acetyl-5,6-dihydrospiro[1H-indolo[3,2-c]quinoline-6,4'-piperidine]). Reaction SMILES: [NH2:1][C:2]1[CH:7]=[CH:6][CH:5]=[CH:4][C:3]=1[C:8]1[NH:9][C:10]2[C:15]([CH:16]=1)=[CH:14][CH:13]=[CH:12][CH:11]=2.C(O)C.[C:20]([N:23]1[CH2:28][CH2:27][C:26](=O)[CH2:25][CH2:24]1)(=[O:22])[CH3:21]>C(O)(=O)C>[C:20]([N:23]1[CH2:28][CH2:27][C:26]2([C:16]3=[C:15]4[C:10](=[N:9][C:8]3=[C:3]3[C:2](=[CH:7][CH:6]=[CH:5][CH2:4]3)[NH:1]2)[CH:11]=[CH:12][CH:13]=[CH:14]4)[CH2:25][CH2:24]1)(=[O:22])[CH3:21]. Procedure details: To a solution prepared from 5 g of 2-(2-aminophenyl)indole, 100 ml of ethanol and 2 ml of glacial acetic acid was added dropwise 3 ml of 1-acetyl-4-piperidone. The resultant solution was refluxed for 6 hours and thereafter cooled, whereupon a solid precipitated. Filtration and washing with ether and hexane gave 3.95 g of yellow solid, m.p. 285°-287° dec. Starting materials: ON1N=NC2=C1C=CC=C2 (1-hydroxybenzotriazole), [F-].C(CCC)[N+](CCCC)(CCCC)CCCC (tetrabutylammonium fluoride), Example 24 ( 24h ), Example 24 ( 24d ), O1CCCC1 (tetrahydrofuran), solution, ON=C(N)C=1C(=NC(=CC1)CO[Si](C(C)C)(C(C)C)C(C)C)C (N′-hydroxy-2-methyl-6-{[(triisopropylsilyl)oxy]methyl}pyridine-3-carboximidamide), Example 12 ( 12a ), ClC=1C=C(C(=O)O)C=CC1CC(C)C (3-chloro-4-isobutylbenzoic acid), Cl.C(C)N=C=NCCCN(C)C (1-ethyl-3-(3-dimethylaminopropyl)carbodiimide hydrochloride). Yields the product crude product, ClC=1C=C(C=CC1CC(C)C)C1=NC(=NO1)C=1C=CC(=NC1C)CO ({5-[5-(3-Chloro-4-isobutylphenyl)-1,2,4-oxadiazol-3-yl]-6-methylpyridin-2-yl}methanol). The yield is 89.0%. Reaction SMILES: [Cl:1][C:2]1[CH:3]=[C:4]([CH:8]=[CH:9][C:10]=1[CH2:11][CH:12]([CH3:14])[CH3:13])[C:5]([OH:7])=O.ON1C2C=CC=CC=2N=N1.Cl.C(N=C=NCCCN(C)C)C.O[N:38]=[C:39]([C:41]1[C:42]([CH3:59])=[N:43][C:44]([CH2:47][O:48][Si](C(C)C)(C(C)C)C(C)C)=[CH:45][CH:46]=1)[NH2:40].[F-].C([N+](CCCC)(CCCC)CCCC)CCC.O1CCCC1>>[Cl:1][C:2]1[CH:3]=[C:4]([C:5]2[O:7][N:40]=[C:39]([C:41]3[CH:46]=[CH:45][C:44]([CH2:47][OH:48])=[N:43][C:42]=3[CH3:59])[N:38]=2)[CH:8]=[CH:9][C:10]=1[CH2:11][CH:12]([CH3:14])[CH3:13] |f:2.3,5.6|. Reported procedure: The crude product of the title compound was synthesized by conducting the similar reaction to that mentioned in Example 12 (12a) using 3-chloro-4-isobutylbenzoic acid (0.11 g, 0.50 mmol) that was obtained in Example 24 (24h), 1-hydroxybenzotriazole (72 mg, 0.53 mmol), 1-ethyl-3-(3-dimethylaminopropyl)carbodiimide hydrochloride (0.10 g, 0.53 mmol), N′-hydroxy-2-methyl-6-{[(triisopropylsilyl)oxy]methyl}pyridine-3-carboximidamide (0.16 g, 0.48 mmol) that was obtained in Example 24 (24d), and a 1.0 ...